Dataset: the Open Reaction Database (ORD), a public repository of structured organic reaction records. Task: describe an organic reaction: reactants, conditions, products, and yield Reactants: CC[O-], Cc1cc(=O)oc2cc(N=C=O)ccc12, [Na+], CN(C)C=O, OCc1ccc(OCc2cc3ccccc3o2)cc1. As a reaction SMILES: [CH3:2][CH2:3][O-:4].[N:24](=[C:25]=[O:26])[c:27]1[cH:28][cH:29][c:30]2[c:31]([CH3:38])[cH:32][c:33](=[O:37])[o:34][c:35]2[cH:36]1.[Na+:1].[O:39]=[CH:40][N:41]([CH3:42])[CH3:43].[o:5]1[c:6]([CH2:14][O:15][c:16]2[cH:17][cH:18][c:19]([CH2:22][OH:23])[cH:20][cH:21]2)[cH:7][c:8]2[c:9]1[cH:10][cH:11][cH:12][cH:13]2>>[o:5]1[c:6]([CH2:14][O:15][c:16]2[cH:17][cH:18][c:19]([CH2:22][O:23][C:25]([NH:24][c:27]3[cH:28][cH:29][c:30]4[c:31]([CH3:38])[cH:32][c:33](=[O:37])[o:34][c:35]4[cH:36]3)=[O:26])[cH:20][cH:21]2)[cH:7][c:8]2[c:9]1[cH:10][cH:11][cH:12][cH:13]2. Product: Cc1cc(=O)oc2cc(NC(=O)OCc3ccc(OCc4cc5ccccc5o4)cc3)ccc12. Reactants: C(C)(C)(C)ONC1=C(C=CC=C1)NC(C1=CC=C(C=C1)C1=CC=NC(=N1)S(=O)(=O)C)=O (N-(2-t-Butoxyaminophenyl)-4-(2-methylsulfonyl-pyrimidin-6-yl)benzamide), NCCCN1CCOCC1 (N-(3-aminopropyl)morpholine). Run in C1CCOC1 (THF), CN(C(C)=O)C (N,N-dimethylacetamide). Run at temperature 50 celsius, time 2 hour. Product: C(C)(C)(C)ONC1=C(C=CC=C1)NC(C1=CC=C(C=C1)C1=CC=NC(=N1)CCCNN1CCOCC1)=O (N-(2-t-Butoxyaminophenyl)-4-[2-(3-morpholinoaminopropyl)-pyrimidin-6-yl]benzamide). Yield: 193.7%. As a reaction SMILES: [C:1]([O:5][NH:6][C:7]1[CH:12]=[CH:11][CH:10]=[CH:9][C:8]=1[NH:13][C:14](=[O:31])[C:15]1[CH:20]=[CH:19][C:18]([C:21]2[N:26]=[C:25](S(C)(=O)=O)[N:24]=[CH:23][CH:22]=2)=[CH:17][CH:16]=1)([CH3:4])([CH3:3])[CH3:2].NCCC[N:36]1[CH2:41][CH2:40][O:39][CH2:38][CH2:37]1>C1COCC1.CN(C)C(=O)C>[C:1]([O:5][NH:6][C:7]1[CH:12]=[CH:11][CH:10]=[CH:9][C:8]=1[NH:13][C:14](=[O:31])[C:15]1[CH:20]=[CH:19][C:18]([C:21]2[N:26]=[C:25]([CH2:9][CH2:8][CH2:7][NH:6][N:36]3[CH2:37][CH2:38][O:39][CH2:40][CH2:41]3)[N:24]=[CH:23][CH:22]=2)=[CH:17][CH:16]=1)([CH3:4])([CH3:3])[CH3:2]. Procedure details: N-(2-t-Butoxyaminophenyl)-4-(2-methylsulfonyl-pyrimidin-6-yl)benzamide (Method 21, 62.5 mg, 0.133 mmol) was dissolved in a mixture of THF (2 ml) and N,N-dimethylacetamide (2 ml) and N-(3-aminopropyl)morpholine (60 μl 0.411 mmol) added. The reaction mixture was heated to 50° C. and stirred for 2 hours. The reaction mixture was then cooled and solvents removed under reduced pressure. The resultant oil was purified by elution through silica with a 5% methanol in dichloromethane, to yield the title ... The reactants are NC1(CCC1)C1=CC=C(C=C1)C1=NC=2CCCC(C2C=C1C1=CC=CC=C1)=O (2-(4-(1-aminocyclobutyl)phenyl)-3-phenyl-7,8-dihydroquinolin-5(6H)-one), C(C)(C)(C)OC(NC1(CCC1)C1=CC=C(C=C1)C=1C(=CC2=C(OCC(N2)=O)N1)C1=CC=CC=C1)=O (tert-butyl(1-(4-(2-oxo-7-phenyl-2,3-dihydro-1H-pyrido[2,3-b][1,4]oxazin-6-yl)phenyl)cyclobutyl)carbamate). The product is NC1(CCC1)C1=CC=C(C=C1)C=1C(=CC2=C(OCC(N2)=O)N1)C1=CC=CC=C1 (6-(4-(1-aminocyclobutyl)phenyl)-7-phenyl-1H-pyrido[2,3-b][1,4]oxazin-2(3H)-one). Yield: 95.0%. As a reaction SMILES: NC1(C2C=CC(C3C(C4C=CC=CC=4)=CC4C(=O)CCCC=4N=3)=CC=2)CCC1.C(OC(=O)[NH:35][C:36]1([C:40]2[CH:45]=[CH:44][C:43]([C:46]3[C:47]([C:57]4[CH:62]=[CH:61][CH:60]=[CH:59][CH:58]=4)=[CH:48][C:49]4[NH:54][C:53](=[O:55])[CH2:52][O:51][C:50]=4[N:56]=3)=[CH:42][CH:41]=2)[CH2:39][CH2:38][CH2:37]1)(C)(C)C>>[NH2:35][C:36]1([C:40]2[CH:41]=[CH:42][C:43]([C:46]3[C:47]([C:57]4[CH:62]=[CH:61][CH:60]=[CH:59][CH:58]=4)=[CH:48][C:49]4[NH:54][C:53](=[O:55])[CH2:52][O:51][C:50]=4[N:56]=3)=[CH:44][CH:45]=2)[CH2:39][CH2:38][CH2:37]1. Procedure details: Following the procedure for 2-(4-(1-aminocyclobutyl)phenyl)-3-phenyl-7,8-dihydroquinolin-5(6H)-one, tert-butyl(1-(4-(2-oxo-7-phenyl-2,3-dihydro-1H-pyrido[2,3-b][1,4]oxazin-6-yl)phenyl)cyclobutyl)carbamate (8 mg, 0.017 mmol) was reacted to afford the title compound (6 mg, 73%). LCMS (Method A): RT=3.59 min, M+1=373. 1H NMR (500 MHz, MeOD): 7.40 (2H, d), 7.37 (2H, d), 7.33 (1H, s), 7.32-7.28 (3H, m), 7.19-7.17 (2H, m), 4.93 (2H, s), 2.78-2.72 (2H, m), 2.60-2.54 (2H, m), 2.27-2.19 (1H, m), 2.00-1.9...